This data is from the Open Reaction Database (ORD), a public repository of structured organic reaction records. The task is: describe an organic reaction: reactants, conditions, products, and yield Reactants: [Na] (sodium), C(CCCCCC)O (heptyl alcohol), ClCCC(=O)O (3-chloropropionic acid). Solvent: O (water). Reaction conditions: temperature 150 celsius. Yields the product C(CCCCCC)OCCC(=O)O (3-heptyloxy-propionic acid). Yield: 53.1%. RXN SMILES: [Na].[CH2:2]([OH:9])[CH2:3][CH2:4][CH2:5][CH2:6][CH2:7][CH3:8].Cl[CH2:11][CH2:12][C:13]([OH:15])=[O:14]>O>[CH2:2]([O:9][CH2:11][CH2:12][C:13]([OH:15])=[O:14])[CH2:3][CH2:4][CH2:5][CH2:6][CH2:7][CH3:8] |^1:0|. Procedure: 25.3 g (1.1 mole) of sodium dissolved in 464.8 g (4 mole) of heptyl alcohol was heated to 150° C and 54 g (0.49 mole) of 3-chloropropionic acid were added thereto dropwise with stirring. The mixture was heated for a further 2 hours and a precipitate appeared. The mixture was cooled and 1.5 liters of water were added. The mixture was extracted with ether and the aqueous phase was acidified with concentrated sulfuric acid. The mixture was extracted with ether and the ether phase was washed with wa... The reactants are [Na] (sodium), C(CC(=O)OCC)(=O)OCC (diethyl malonate), C1(=CC=CC=C1)C (toluene), ClC=1C=C2N=C3C=CC(=CC3=C(C2=CC1)Cl)OC (6,9-dichloro-2-methoxyacridine). The solvent is C(C)O (ethanol), C([O-])([O-])=O.[K+].[K+] (potassium carbonate). Product: ClC=1C=C2N=C3C=CC(=CC3=C(C2=CC1)C(C(=O)OCC)C(=O)OCC)OC (diethyl (6-chloro-2-methoxy-9-acridinyl)malonate). As a reaction SMILES: [Na].[C:2]([O:10][CH2:11][CH3:12])(=[O:9])[CH2:3][C:4]([O:6][CH2:7][CH3:8])=[O:5].[Cl:13][C:14]1[CH:15]=[C:16]2[C:25](=[CH:26][CH:27]=1)[C:24](Cl)=[C:23]1[C:18]([CH:19]=[CH:20][C:21]([O:29][CH3:30])=[CH:22]1)=[N:17]2.C1(C)C=CC=CC=1>C(O)C.C(=O)([O-])[O-].[K+].[K+]>[Cl:13][C:14]1[CH:15]=[C:16]2[C:25](=[CH:26][CH:27]=1)[C:24]([CH:3]([C:4]([O:6][CH2:7][CH3:8])=[O:5])[C:2]([O:10][CH2:11][CH3:12])=[O:9])=[C:23]1[C:18]([CH:19]=[CH:20][C:21]([O:29][CH3:30])=[CH:22]1)=[N:17]2 |f:5.6.7,^1:0|. Procedure details: To a solution of sodium (1.3 g, 52 mmol) in ethanol (50 mL) was added diethyl malonate (8.8 g 55 mmol) followed by 6,9-dichloro-2-methoxyacridine (9.68 g, 35 mmol) and toluene (5 mL). The mixture was heated to reflux for 24 h, diluted with aqueous potassium carbonate, extracted with ethyl acetate, dried, and concentrated in vacuo to give solid which was purified by flash column chromatography (silica gel, 5-12% methanol:dichloromethane) to give the title compound. MS(ES) m/e 402.2 (M+H)+.